Dataset: the Open Reaction Database (ORD), a public repository of structured organic reaction records. Task: describe an organic reaction: reactants, conditions, products, and yield Starting materials: [Cl-].[NH4+] (ammonium chloride), N1=C(C=CC=C1)NC(=O)C=1NC2=C(N1)C=CC=C2 (N-(2-pyridyl)benzimidazole-2-carboxamide), CN(CCCl)C (β-dimethylaminoethyl chloride), [H-].[Na+] (sodium hydride). Solvent: CS(=O)C (DMSO). Reaction conditions: time 1 hour. Yields the product CN(CCN1C(=NC2=C1C=CC=C2)C(=O)NC2=NC=CC=C2)C (1-(β-Dimethylaminoethyl)-N-(2-pyridyl)benzimidazole-2-carboxamide). Reaction SMILES: [N:1]1[CH:6]=[CH:5][CH:4]=[CH:3][C:2]=1[NH:7][C:8]([C:10]1[NH:11][C:12]2[CH:18]=[CH:17][CH:16]=[CH:15][C:13]=2[N:14]=1)=[O:9].[H-].[Na+].[CH3:21][N:22]([CH3:26])[CH2:23][CH2:24]Cl.[Cl-].[NH4+]>CS(C)=O>[CH3:21][N:22]([CH3:26])[CH2:23][CH2:24][N:14]1[C:13]2[CH:15]=[CH:16][CH:17]=[CH:18][C:12]=2[N:11]=[C:10]1[C:8]([NH:7][C:2]1[CH:3]=[CH:4][CH:5]=[CH:6][N:1]=1)=[O:9] |f:1.2,4.5|. Procedure: N-(2-pyridyl)benzimidazole-2-carboxamide (2.0 g) prepared in Example 1 was dissolved in dry DMSO (25 ml), sodium hydride (0.35 g) was added and stirred at room temperature for 1 hr. Excess β-dimethylaminoethyl chloride was added to the mixture and allowed to react overnight at room temperature under agitation. The reaction solution was poured into aqueous saturated ammonium chloride solution and extracted with chloroform. The chloroform layer was dried over anhydrous Na2SO4 and the solvent was d... The reactants are C(C)C1=NC2=C(N1CC1=CC=C(C=C1)C1=C(C=CC=C1)C1=NN=NN1C(C1=CC=CC=C1)(C1=CC=CC=C1)C1=CC=CC=C1)C=C(C=C2)N2C(N(CCC2)CC2=CC=CC=C2)=O (4'-[[2-ethyl-6-(3-benzyl-3,4,5,6-tetrahydro-2(1H)-pyrimidinon-1-yl)-benzimidazol-1-yl]methyl]-2-(1-triphenylmethyl-tetrazol-5-yl)-biphenyl), CO (methanol). Run in Cl (hydrochloric acid). Yields the product C(C)C1=NC2=C(N1CC1=CC=C(C=C1)C1=C(C=CC=C1)C1=NN=NN1)C=C(C=C2)N2C(N(CCC2)CC2=CC=CC=C2)=O (4'-[[2-Ethyl-6-(3-benzyl-3,4,5,6-tetrahydro-2(1H)-pyrimidinon-1-yl)-benzimidazol-1-yl]methyl]-2-(1H-tetrazol-5-yl)-biphenyl). Reaction SMILES: [CH2:1]([C:3]1[N:7]([CH2:8][C:9]2[CH:14]=[CH:13][C:12]([C:15]3[CH:20]=[CH:19][CH:18]=[CH:17][C:16]=3[C:21]3[N:25](C(C4C=CC=CC=4)(C4C=CC=CC=4)C4C=CC=CC=4)[N:24]=[N:23][N:22]=3)=[CH:11][CH:10]=2)[C:6]2[CH:45]=[C:46]([N:49]3[CH2:54][CH2:53][CH2:52][N:51]([CH2:55][C:56]4[CH:61]=[CH:60][CH:59]=[CH:58][CH:57]=4)[C:50]3=[O:62])[CH:47]=[CH:48][C:5]=2[N:4]=1)[CH3:2].CO>Cl>[CH2:1]([C:3]1[N:7]([CH2:8][C:9]2[CH:10]=[CH:11][C:12]([C:15]3[CH:20]=[CH:19][CH:18]=[CH:17][C:16]=3[C:21]3[NH:25][N:24]=[N:23][N:22]=3)=[CH:13][CH:14]=2)[C:6]2[CH:45]=[C:46]([N:49]3[CH2:54][CH2:53][CH2:52][N:51]([CH2:55][C:56]4[CH:61]=[CH:60][CH:59]=[CH:58][CH:57]=4)[C:50]3=[O:62])[CH:47]=[CH:48][C:5]=2[N:4]=1)[CH3:2]. Procedure: Prepared analogously to Example 55 from 4'-[[2-ethyl-6-(3-benzyl-3,4,5,6-tetrahydro-2(1H)-pyrimidinon-1-yl)-benzimidazol-1-yl]methyl]-2-(1-triphenylmethyl-tetrazol-5-yl)-biphenyl and methanol in methanolic hydrochloric acid.